describe an organic reaction: reactants, conditions, products, and yield From a dataset of the Open Reaction Database (ORD), a public repository of structured organic reaction records. Reactants: CC[Si](CC)(CC)OC(C)(C)C#CCBr, CC(C)(O)C1=CCC2C3=CC=C4CC(O[Si](C)(C)C(C)(C)C)CC(O[Si](C)(C)C(C)(C)C)C4(C)C3CCC12C, C1COCCOCCOCCOCCO1, [H-], [Na+], C1CCOC1. Reaction SMILES: [Br:40][CH2:41][C:42]#[C:43][C:44]([CH3:45])([CH3:46])[O:47][Si:48]([CH2:49][CH3:50])([CH2:51][CH3:52])[CH2:53][CH3:54].[C:1]([CH3:2])([CH3:3])([CH3:4])[Si:5]([O:6][CH:7]1[CH2:8][CH:9]([O:30][Si:31]([CH3:32])([CH3:33])[C:34]([CH3:35])([CH3:36])[CH3:37])[CH2:10][C:11]2=[CH:12][CH:13]=[C:14]3[CH:15]4[CH2:16][CH:17]=[C:18]([C:19]([CH3:20])([CH3:21])[OH:22])[C:23]4([CH3:29])[CH2:24][CH2:25][CH:26]3[C:27]12[CH3:28])([CH3:38])[CH3:39].[CH2:57]1[O:58][CH2:59][CH2:60][O:61][CH2:62][CH2:63][O:64][CH2:65][CH2:66][O:67][CH2:68][CH2:69][O:70][CH2:71]1.[H-:55].[Na+:56].[O:72]1[CH2:73][CH2:74][CH2:75][CH2:76]1>>[C:1]([CH3:2])([CH3:3])([CH3:4])[Si:5]([O:6][CH:7]1[CH2:8][CH:9]([O:30][Si:31]([CH3:32])([CH3:33])[C:34]([CH3:35])([CH3:36])[CH3:37])[CH2:10][C:11]2=[CH:12][CH:13]=[C:14]3[CH:15]4[CH2:16][CH:17]=[C:18]([C:19]([CH3:20])([CH3:21])[O:22][CH2:41][C:42]#[C:43][C:44]([CH3:45])([CH3:46])[O:47][Si:48]([CH2:49][CH3:50])([CH2:51][CH3:52])[CH2:53][CH3:54])[C:23]4([CH3:29])[CH2:24][CH2:25][CH:26]3[C:27]12[CH3:28])([CH3:38])[CH3:39]. Product: CC[Si](CC)(CC)OC(C)(C)C#CCOC(C)(C)C1=CCC2C3=CC=C4CC(O[Si](C)(C)C(C)(C)C)CC(O[Si](C)(C)C(C)(C)C)C4(C)C3CCC12C. Starting materials: C(C)OC(=O)C=1N=C(N(C1Cl)C1CCC2=CC(=CC=C12)C1=C(C=CC=C1)C#N)CCCC (2-butyl-5-chloro-1-[5-(2-cyano-phenyl)-indan-1-yl]-1H-imidazole-4-carboxylic acid ethyl ester), C[Sn](C)(C)N=[N+]=[N-] (trimethyltin azide). The solvent is C1(=CC=CC=C1)C (toluene). Yields the product C(C)OC(=O)C=1N=C(N(C1Cl)C1CCC2=CC(=CC=C12)C1=C(C=CC=C1)C1=NN=NN1)CCCC (2-Butyl-5-chloro-1-{5-[2-(1H-tetrazol-5-yl)-phenyl]-indan-1-yl}-1H-imidazole-4-carboxylic acid ethyl ester). Yield: 24.8%. RXN SMILES: [CH2:1]([O:3][C:4]([C:6]1[N:7]=[C:8]([CH2:29][CH2:30][CH2:31][CH3:32])[N:9]([CH:12]2[C:20]3[C:15](=[CH:16][C:17]([C:21]4[CH:26]=[CH:25][CH:24]=[CH:23][C:22]=4[C:27]#[N:28])=[CH:18][CH:19]=3)[CH2:14][CH2:13]2)[C:10]=1[Cl:11])=[O:5])[CH3:2].C[Sn]([N:37]=[N+:38]=[N-:39])(C)C>C1(C)C=CC=CC=1>[CH2:1]([O:3][C:4]([C:6]1[N:7]=[C:8]([CH2:29][CH2:30][CH2:31][CH3:32])[N:9]([CH:12]2[C:20]3[C:15](=[CH:16][C:17]([C:21]4[CH:26]=[CH:25][CH:24]=[CH:23][C:22]=4[C:27]4[NH:39][N:38]=[N:37][N:28]=4)=[CH:18][CH:19]=3)[CH2:14][CH2:13]2)[C:10]=1[Cl:11])=[O:5])[CH3:2]. Procedure details: A mixture of 2-butyl-5-chloro-1-[5-(2-cyano-phenyl)-indan-1-yl]-1H-imidazole-4-carboxylic acid ethyl ester (177 mg, 0.41 mmol) and trimethyltin azide (108 mg, 0.5 mmol) was heated in toluene (1.0 mL)for 72 hours. The reaction mixture was cooled to room temperature and concentrated in vacuo. The residue was chromatographed on SiO2 -gel using a gradient of 2% MeOH/CH2Cl2 to 15% MeOH/CH2Cl2 to give 50 mg of a colorless oil. Reactants: C1(CC1)NC1=CC=C(C(=N1)N1CCN(CC1)C(=O)OCC)F (4-[6-(cyclopropylamino)-3-fluoro-2-pyridinyl]-1-piperazinecarboxylic acid, ethyl ester), C(C)OC(C(C(=O)OCC)=COCC)=O (diethyl(ethoxymethylene)malonate). The solvent is C=1(C(=CC=CC1)C)C (xylene). Product: C1(CC1)N(C1=NC(=C(C=C1)F)N1CCN(CC1)C(=O)OCC)C=C(C(=O)OCC)C(=O)OCC ([[Cyclopropyl[6-[4-(ethoxycarbonyl)-1-piperazinyl]-5-fluoro-2-pyridinyl]amino]methylene]propanedioic acid, diethyl ester). Yield: 39.1%. RXN SMILES: [CH:1]1([NH:4][C:5]2[N:10]=[C:9]([N:11]3[CH2:16][CH2:15][N:14]([C:17]([O:19][CH2:20][CH3:21])=[O:18])[CH2:13][CH2:12]3)[C:8]([F:22])=[CH:7][CH:6]=2)[CH2:3][CH2:2]1.[CH2:23]([O:25][C:26](=[O:37])[C:27](=[CH:33]OCC)[C:28]([O:30][CH2:31][CH3:32])=[O:29])[CH3:24]>C1(C)C(C)=CC=CC=1>[CH:1]1([N:4]([CH:33]=[C:27]([C:26]([O:25][CH2:23][CH3:24])=[O:37])[C:28]([O:30][CH2:31][CH3:32])=[O:29])[C:5]2[CH:6]=[CH:7][C:8]([F:22])=[C:9]([N:11]3[CH2:16][CH2:15][N:14]([C:17]([O:19][CH2:20][CH3:21])=[O:18])[CH2:13][CH2:12]3)[N:10]=2)[CH2:2][CH2:3]1. Procedure details: A solution of 3.8 g (12.3 mmole) of 4-[6-(cyclopropylamino)-3-fluoro-2-pyridinyl]-1-piperazinecarboxylic acid, ethyl ester, 2.7 g (12.3 mmole) of diethyl(ethoxymethylene)malonate and 50 ml of xylene was refluxed for 24 hours. The solvent was removed in vacuo and the residue was chromatographed over silica gel eluting with chloroform/ethyl acetate (80/20) to give 2.3 g of the title compound as a viscous oil which was used without further purification. The reactants are BrC1=CC=C(C=2C(COC21)(C)C)O[Si](C(C)C)(C(C)C)C(C)C ([(7-bromo-3,3-dimethyl-2,3-dihydro-1-benzofuran-4-yl)oxy][tris(1-methylethyl)]silane), BrC1=CC=C(C=2C(COC21)(C)C)O[Si](C(C)C)(C(C)C)C(C)C ([(7-bromo-3,3-dimethyl-2,3-dihydro-1-benzofuran-4-yl)oxy][tris(1-methylethyl)]silane), C(CCC)[Li] (butyllithium), CCCCCC (hexane), CN(CCN(C)C)C (Tetramethylethylenediamine), CI (Methyl iodide). Run in C1CCOC1 (THF). Conditions: temperature 0 celsius, time 10 minute. Yields the product CC(C)[Si](OC1=CC=C(C2=C1C(CO2)(C)C)C)(C(C)C)C(C)C (tris(1-methylethyl)[(3,3,7-trimethyl-2,3-dihydro-1-benzofuran-4-yl)oxy]silane). Isolated yield 60.7%. As a reaction SMILES: Br[C:2]1[C:10]2[O:9][CH2:8][C:7]([CH3:12])([CH3:11])[C:6]=2[C:5]([O:13][Si:14]([CH:21]([CH3:23])[CH3:22])([CH:18]([CH3:20])[CH3:19])[CH:15]([CH3:17])[CH3:16])=[CH:4][CH:3]=1.[CH3:24]N(C)CCN(C)C.C([Li])CCC.CCCCCC.CI>C1COCC1>[CH3:16][CH:15]([Si:14]([CH:21]([CH3:23])[CH3:22])([CH:18]([CH3:20])[CH3:19])[O:13][C:5]1[C:6]2[C:7]([CH3:12])([CH3:11])[CH2:8][O:9][C:10]=2[C:2]([CH3:24])=[CH:3][CH:4]=1)[CH3:17]. Procedure details: [(7-bromo-3,3-dimethyl-2,3-dihydro-1-benzofuran-4-yl)oxy][tris(1-methylethyl)]silane (Intermediate 182, 7.1 g, 17.72 mmol) was dissolved in anhydrous THF (72 mL) and cooled to 0° C. Tetramethylethylenediamine (8.0 mL, 53.16 mmol) was added and the yellow solution was stirred at 0° C. for 10 min. A solution of 1.6 M butyllithium in hexane (22.5 mL, 35.4 mmol) was added drop wise over 10 minutes and then stirred at 0° C. for 15 min. Methyl iodide (11 mL, 177.2 mmol) was added drop wise over 6 min.... Reactants: CNN (methylhydrazine), C(C)OC(CC(C(C)(C)C)=O)=O (pivaloylacetic acid ethyl ester), C[O-].[Na+] (sodium methylate). Run in CO (methanol). Yields the product CN1N=C(C=C1O)C(C)(C)C (1-methyl-3-tert.-butyl-5-hydroxy-pyrazole). The yield is 87.5%. Reaction SMILES: [CH3:1][NH:2][NH2:3].C([O:6][C:7](=O)[CH2:8][C:9](=O)[C:10]([CH3:13])([CH3:12])[CH3:11])C.C[O-].[Na+]>CO>[CH3:1][N:2]1[C:7]([OH:6])=[CH:8][C:9]([C:10]([CH3:13])([CH3:12])[CH3:11])=[N:3]1 |f:2.3|. Reported procedure: 9.2 g (0.2 mol) of methylhydrazine were added dropwise to a mixture of 34.4 g (0.2 mol) of pivaloylacetic acid ethyl ester, 10.8 g (0.2 mol) of sodium methylate and 100 ml of methanol at 20° C. After the exothermic reaction had subsided, the mixture was heated for two hours under reflux. The reaction mixture was then concentrated, the residue was taken up in 200 ml of water and this solution was acidified to pH 6 with concentrated hydrochloric acid. The resulting precipitate was filtered off, dr... The reactants are N1=CC=CC2=CC=CC(=C12)O (8-Quinolinol), [Ti](Cl)(Cl)(Cl)Cl (Titanium tetrachloride). Run in CCCCCCC (heptane). Reaction conditions: temperature 32.5 celsius, time 0.5 hour. Yields the product [Cl-].[Cl-].[Cl-].N1=CC=CC2=CC=CC(=C12)O[Ti+3] (8-quinolinoxytitanium trichloride). The yield is 286.6%. As a reaction SMILES: [N:1]1[C:10]2[C:5](=[CH:6][CH:7]=[CH:8][C:9]=2[OH:11])[CH:4]=[CH:3][CH:2]=1.[Ti:12](Cl)(Cl)(Cl)[Cl:13]>CCCCCCC>[Cl-:13].[Cl-:13].[Cl-:13].[N:1]1[C:10]2[C:5](=[CH:6][CH:7]=[CH:8][C:9]=2[O:11][Ti+3:12])[CH:4]=[CH:3][CH:2]=1 |f:3.4.5.6|. Procedure details: 8-Quinolinol (1.45 g, 0.010 mol) is added to a three-neck flask with heptane (30 mL), and the mixture is stirred under nitrogen at 25 to 40° C. for 0.5 h. It becomes a pale yellow suspension. Titanium tetrachloride (10 mL of 1.0 M solution in heptane, 0.010 mol) is added dropwise to the suspension. After stirring at 25° C. for 2 h, solvents are removed under vacuum. The product is washed with heptane (30 mL), and the washings are decanted. The residue is dried under vacuum for 1 h, and is then r... Starting materials: C1(CCCCCCCB1)C1CCCCCCCC1 (9-borabicyclononane), ClCCCC#C (5-chloro-1-pentyne), C(C)[Zn]CC (diethylzinc), CCCCCC (hexane), NO (aminoalcohol). Run in C1CCOC1 (THF), C1CCOC1 (THF). Run at time 1 hour. Product: C(C)[Zn]C=CCCCCl (ethyl-(5-chloro-1-pentenyl)zinc). As a reaction SMILES: C1(C2CCCCCCCC2)BCCCCCCC1.[Cl:19][CH2:20][CH2:21][CH2:22][C:23]#[CH:24].NO.[CH2:27]([Zn:29]CC)[CH3:28].CCCCCC>C1COCC1>[CH2:27]([Zn:29][CH:24]=[CH:23][CH2:22][CH2:21][CH2:20][Cl:19])[CH3:28]. Reported procedure: A solution of 9-borabicyclononane (0.24 g, 2.0 mmol) in THF (5 mL) was added dropwise to a solution of 5-chloro-1-pentyne (0.21 g, 2.0 mmol) in THF (5 mL). After 1 h, the solvent was removed at reduced pressure. The resultant vinyl boron derivative was dissolved in toluene (5 mL) and aminoalcohol 1 (0.05 g, 0.17 mmol) prepared as in Example 1 was added. Then 1 M diethylzinc in hexane (3 mL, 3 mmol) was added via syringe at −78° C., forming ethyl-(5-chloro-1-pentenyl)zinc in situ. The dry ice bat...